This data is from the Open Reaction Database (ORD), a public repository of structured organic reaction records. The task is: describe an organic reaction: reactants, conditions, products, and yield The reactants are Cl (hydrochloric acid), B(OC(C)C)(OC(C)C)OC(C)C (triisopropyl borate), C(C)(C)C=1C=C(C=C(C1)C(C)C)Br (3,5-diisopropylbromobenzene), CN(CCN(C)C)C (tetramethylethylenediamine), C(CCC)[Li] (n-butyllithium), CCCCCC (n-hexane). Solvent: C(C)OCC (diethyl ether), C(C)OCC (diethyl ether). Reaction conditions: temperature -60 celsius, time 1.5 hour. Procedure: To the solution of 3,5-diisopropylbromobenzene (5.76 g, 23.9 mmol) and tetramethylethylenediamine (3.6 mL, 23.9 mmol) in diethyl ether (30 mL), solution of n-butyllithium in n-hexane (14.5 mL, 23.9 mmol) was dropped at −60° C. Reaction solution was stirred for 1.5 hours at −60° C., and further was stirred for 30 minutes at 0° C., then, solution of triisopropyl borate (6.6 mL) in diethyl ether (5 mL) was dropped at −60° C. Reaction solution was stirred for 30 minutes at −60° C., and further, was ... As a reaction SMILES: [CH:1]([C:4]1[CH:5]=[C:6](Br)[CH:7]=[C:8]([CH:10]([CH3:12])[CH3:11])[CH:9]=1)([CH3:3])[CH3:2].CN(C)CCN(C)C.C([Li])CCC.CCCCCC.[B:33](OC(C)C)([O:38]C(C)C)[O:34]C(C)C.Cl>C(OCC)C>[CH:1]([C:4]1[CH:5]=[C:6]([B:33]([OH:38])[OH:34])[CH:7]=[C:8]([CH:10]([CH3:12])[CH3:11])[CH:9]=1)([CH3:3])[CH3:2]. Yields the product crude product, C(C)(C)C=1C=C(C=C(C1)C(C)C)B(O)O (3,5-diisopropylphenylboronic acid). Reactants: COC(CC[C@@H](C)[C@H]1CC[C@H]2[C@@H]3[C@@H](C[C@@H]4C[C@H](CC[C@]4(C)[C@H]3C[C@@H]([C@]12C)O)NC(CCCCCCC)=O)O)=O (3β-caprylamido-7α,12α-dihydroxy-5β-cholan-24-oic methylester), [OH-].[Na+] (sodium hydroxide). The solvent is CO (methanol). Run at time 24 hour. Yields the product C(CCCCCCC)(=O)N[C@@H]1C[C@H]2C[C@H]([C@H]3[C@@H]4CC[C@H]([C@@H](CCC(=O)O)C)[C@]4([C@H](C[C@@H]3[C@]2(CC1)C)O)C)O (3β-Caprylamido-7α,12α-dihydroxy-5β-cholan-24-oic Acid). Yield: 82.1%. RXN SMILES: C[O:2][C:3](=[O:39])[CH2:4][CH2:5][C@H:6]([C@@H:8]1[C@:25]2([CH3:26])[C@H:11]([C@H:12]3[C@H:22]([CH2:23][C@@H:24]2[OH:27])[C@:20]2([CH3:21])[C@@H:15]([CH2:16][C@@H:17]([NH:28][C:29](=[O:37])[CH2:30][CH2:31][CH2:32][CH2:33][CH2:34][CH2:35][CH3:36])[CH2:18][CH2:19]2)[CH2:14][C@H:13]3[OH:38])[CH2:10][CH2:9]1)[CH3:7].[OH-].[Na+]>CO>[C:29]([NH:28][C@H:17]1[CH2:18][CH2:19][C@@:20]2([CH3:21])[C@H:15]([CH2:14][C@@H:13]([OH:38])[C@@H:12]3[C@@H:22]2[CH2:23][C@H:24]([OH:27])[C@@:25]2([CH3:26])[C@H:11]3[CH2:10][CH2:9][C@@H:8]2[C@H:6]([CH3:7])[CH2:5][CH2:4][C:3]([OH:39])=[O:2])[CH2:16]1)(=[O:37])[CH2:30][CH2:31][CH2:32][CH2:33][CH2:34][CH2:35][CH3:36] |f:1.2|. Procedure: 0.5 g 3β-caprylamido-7α,12α-dihydroxy-5β-cholan-24-oic methylester (FIG. 5A-14) were dissolved in 20 ml methanol, treated with 2 ml 1N sodium hydroxide and left for 24 h at room temperature. The methanol was then distilled off, 10 ml water were added and the reaction mixture was extracted with ethyl acetate. The water fraction was then acidified with diluted hydrogen chloride, resulting in a white precipitate which was washed with water, to give 0.4 g of pure acid (FIG. 5A-15). The reactants are [OH-].[K+] (potassium hydroxide), O (water), CC1CCN(CC1)C1=CC=C(C#N)C=C1 (4-(4-Methylpiperidin1-yl)benzonitrile), O (water). RXN SMILES: [CH3:1][CH:2]1[CH2:7][CH2:6][N:5]([C:8]2[CH:15]=[CH:14][C:11]([C:12]#N)=[CH:10][CH:9]=2)[CH2:4][CH2:3]1.[OH-:16].[K+].[OH2:18]>C(O)CO>[CH3:1][CH:2]1[CH2:7][CH2:6][N:5]([C:8]2[CH:15]=[CH:14][C:11]([C:12]([OH:18])=[O:16])=[CH:10][CH:9]=2)[CH2:4][CH2:3]1 |f:1.2|. Procedure: 4-(4-Methylpiperidin1-yl)benzonitrile (1.2 g) was heated to reflux with potassium hydroxide (0.7 g) in water (2 ml) and ethylene glycol (8 ml) for 3 hours. The mixture was diluted with water, washed with ethyl acetate and acidified with 2N hydrochloric acid. The precipitated product was filtered off with suction, dissolved in dichloromethane, dried over sodium sulfate, concentrated and crystallized from diethyl ether. This resulted in the product with the molecular weight of 219.29 (C13H17NO2); ... Yields the product CC1CCN(CC1)C1=CC=C(C(=O)O)C=C1 (4-(4-Methylpiperidin-1-yl)benzoic acid). The solvent is C(CO)O (ethylene glycol). The reactants are O=C(Cl)OCc1ccccc1, NCCOc1ccc(CC(=O)O)cc1, [Na+], C1COCCO1, [OH-], O. Product: O=C(O)Cc1ccc(OCCNC(=O)OCc2ccccc2)cc1. RXN SMILES: [Cl:17][C:18](=[O:19])[O:20][CH2:21][c:22]1[cH:23][cH:24][cH:25][cH:26][cH:27]1.[NH2:3][CH2:4][CH2:5][O:6][c:7]1[cH:8][cH:9][c:10]([CH2:13][C:14](=[O:15])[OH:16])[cH:11][cH:12]1.[Na+:2].[O:29]1[CH2:30][CH2:31][O:32][CH2:33][CH2:34]1.[OH-:1].[OH2:28]>>[NH:3]([CH2:4][CH2:5][O:6][c:7]1[cH:8][cH:9][c:10]([CH2:13][C:14](=[O:15])[OH:16])[cH:11][cH:12]1)[C:18](=[O:19])[O:20][CH2:21][c:22]1[cH:23][cH:24][cH:25][cH:26][cH:27]1. Starting materials: BrC1=CC=C(C=C1)C1(CCC1)C#N (1-(4-bromophenyl)cyclobutanecarbonitrile), [OH-].[K+] (KOH), CCO (EtOH). Run in O (water), C(C)(=O)OCC (ethyl acetate). Product: BrC1=CC=C(C=C1)C1(CCC1)C(=O)O (1-(4-bromophenyl)cyclobutanecarboxylic acid). The yield is 79.0%. Reaction SMILES: [Br:1][C:2]1[CH:7]=[CH:6][C:5]([C:8]2([C:12]#N)[CH2:11][CH2:10][CH2:9]2)=[CH:4][CH:3]=1.[OH-:14].[K+].CC[OH:18]>O.C(OCC)(=O)C>[Br:1][C:2]1[CH:7]=[CH:6][C:5]([C:8]2([C:12]([OH:18])=[O:14])[CH2:11][CH2:10][CH2:9]2)=[CH:4][CH:3]=1 |f:1.2|. Procedure: To a solution of 1-(4-bromophenyl)cyclobutanecarbonitrile (1.0 g, 4.2 mmol) in EtOH (28 mL) and water (2 mL) was added KOH (2.1 g, 42 mmol). The reaction mixture was heated to reflux for 16 hours. The reaction was then quenched with 1M hydrochloric acid in order to adjust pH to 7. The organic solvents were removed in vacuo to give a residue, which was dissolved in ethyl acetate (40 mL), then washed with brine (3×10 mL). The organic phase was concentrated in vacuo, and the resulting oil was purif...